From a dataset of the Open Reaction Database (ORD), a public repository of structured organic reaction records. describe an organic reaction: reactants, conditions, products, and yield The reactants are CC(C=O)(CC1=CC(=CC=C1)C)C (2,2-dimethyl-3-(3-methylphenyl)-propionaldehyde), C[Mg]Cl (methylmagnesium chloride), O1CCCC1 (tetrahydrofuran), Cl (hydrochloric acid). Reaction conditions: time 5 hour. Yields the product CC(C(CCC1=CC(=CC=C1)C)O)C (3-methyl-(3-methylbenzyl)-butan-2-ol). RXN SMILES: C[Mg]Cl.C[C:5](C)([CH2:8][C:9]1[CH:14]=[CH:13][CH:12]=[C:11]([CH3:15])[CH:10]=1)[CH:6]=[O:7].Cl.O1C[CH2:21][CH2:20][CH2:19]1>>[CH3:19][CH:20]([CH3:21])[CH:6]([OH:7])[CH2:5][CH2:8][C:9]1[CH:14]=[CH:13][CH:12]=[C:11]([CH3:15])[CH:10]=1. Procedure: A solution of 10 g of methylmagnesium chloride in 100 ml of tetrahydrofuran was added at a temperature of from 25° C. to 30° C., and with the exclusion of air, to 17 g of 2,2-dimethyl-3-(3-methylphenyl)-propionaldehyde (according to Example 3). After 5 hours at 30° C., the reaction mixture was poured onto ice and acidified with hydrochloric acid. The phases were then separated and the organic phase was washed with 100 ml of water and 100 ml of sodium bicarbonate solution. Finally, drying was car... The reactants are CS(=O)(=O)Cl, Cc1ccc(C(=O)NC2CC2)cc1-c1ccc(-c2nnc(CN)o2)cc1, c1ccncc1. Product: Cc1ccc(C(=O)NC2CC2)cc1-c1ccc(-c2nnc(CNS(C)(=O)=O)o2)cc1. Reaction SMILES: [CH3:27][S:28]([Cl:29])(=[O:30])=[O:31].[NH2:1][CH2:2][c:3]1[n:4][n:5][c:6](-[c:8]2[cH:9][cH:10][c:11](-[c:14]3[cH:15][c:16]([C:21](=[O:22])[NH:23][CH:24]4[CH2:25][CH2:26]4)[cH:17][cH:18][c:19]3[CH3:20])[cH:12][cH:13]2)[o:7]1.[cH:32]1[cH:33][cH:34][n:35][cH:36][cH:37]1>>[NH:1]([CH2:2][c:3]1[n:4][n:5][c:6](-[c:8]2[cH:9][cH:10][c:11](-[c:14]3[cH:15][c:16]([C:21](=[O:22])[NH:23][CH:24]4[CH2:25][CH2:26]4)[cH:17][cH:18][c:19]3[CH3:20])[cH:12][cH:13]2)[o:7]1)[S:28]([CH3:27])(=[O:30])=[O:31]. Starting materials: CNC (dimethylamine), desired title intermediate, C1(=CC=C(OC)C=C1)C(=O)CC1=CC=C(OC)C=C1 (desoxyanisoin), C1(=CC=CC=C1)C (toluene). The reagents and catalysts are [Ti](Cl)(Cl)(Cl)Cl (titanium tetrachloride). The solvent is C(C)OCC (diethyl ether). Yields the product COC1=CC=C(C=C1)C(N(C)C)=CC1=CC=C(C=C1)OC (4-methoxy-α-[(4-methoxyphenyl)methylene]-N,N-dimethylbenzenemethanamine). RXN SMILES: [C:1]1([C:9]([CH2:11][C:12]2[CH:19]=[CH:18][C:15]([O:16][CH3:17])=[CH:14][CH:13]=2)=O)[CH:8]=[CH:7][C:4]([O:5][CH3:6])=[CH:3][CH:2]=1.[CH3:20][NH:21][CH3:22].C1(C)C=CC=CC=1>C(OCC)C.[Ti](Cl)(Cl)(Cl)Cl>[CH3:6][O:5][C:4]1[CH:7]=[CH:8][C:1]([C:9](=[CH:11][C:12]2[CH:19]=[CH:18][C:15]([O:16][CH3:17])=[CH:14][CH:13]=2)[N:21]([CH3:22])[CH3:20])=[CH:2][CH:3]=1. Reported procedure: A solution of 307.56 g. of desoxyanisoin in three liters of diethyl ether was cooled to about 0° C. by means of an external ice/alcohol bath. Under a nitrogen atmosphere, 441 ml. of dimethylamine were added to the solution with stirring. A solution of 79 ml. of titanium tetrachloride in 500 ml. of toluene was then added to the reaction mixture over a 90 minute period at such a rate to keep the temperature below 5° C. The reaction was then allowed to stir overnight at room temperature. The reacti... Starting materials: [H-].[Na+] (sodium hydride), CC=1NC(N(C1)N=CC=1C=NC=CC1)=O (2,3-dihydro-4-methyl-2-oxo-1-pyrid-3-ylmethyleneamino-1H-imidazole), BrCC(CC)=O (1-bromo-2-oxo-butane). Solvent: CN(C=O)C (N,N-dimethylformamide), CN(C=O)C (N,N-dimethylformamide). Run at time 30 minute. Yields the product C(C)C(=O)CN1C(N(C=C1C)N=CC=1C=NC=CC1)=O (2,3-Dihydro-3-ethylcarbonylmethyl-4-methyl-2-oxo-1-pyrid-3-ylmethyleneamino-1H-imidazole). As a reaction SMILES: [H-].[Na+].[CH3:3][C:4]1[NH:5][C:6](=[O:17])[N:7]([N:9]=[CH:10][C:11]2[CH:12]=[N:13][CH:14]=[CH:15][CH:16]=2)[CH:8]=1.Br[CH2:19][C:20](=[O:23])[CH2:21][CH3:22]>CN(C)C=O>[CH2:21]([C:20]([CH2:19][N:5]1[C:4]([CH3:3])=[CH:8][N:7]([N:9]=[CH:10][C:11]2[CH:12]=[N:13][CH:14]=[CH:15][CH:16]=2)[C:6]1=[O:17])=[O:23])[CH3:22] |f:0.1|. Reported procedure: 0.72 g of sodium hydride are added to a suspension of 4.1 g of 2,3-dihydro-4-methyl-2-oxo-1-pyrid-3-ylmethyleneamino-1H-imidazole in 80 ml of N,N-dimethylformamide. The mixture is heated to 50°, treated with a solution of 3.78 g of 1-bromo-2-oxo-butane in 20 ml of N,N-dimethylformamide, and stirred for 30 minutes. The N,N-dimethylformamide is then removed on a rotary evaporator. In a mixer, the residue is mixed intimately with water. The crystals are filtered off, yielding the title compound mel...